Task: describe an organic reaction: reactants, conditions, products, and yield. Dataset: the Open Reaction Database (ORD), a public repository of structured organic reaction records As a reaction SMILES: [CH:1]1([C:4]2[N:9]=[CH:8][C:7]([CH2:10][NH:11][C:12](=O)[O:13]C(C)(C)C)=[CH:6][C:5]=2[C:19]2[NH:23][C:22](=[O:24])[N:21]([C:25]3[CH:30]=[CH:29][C:28]([C:31]([F:34])([F:33])[F:32])=[CH:27][CH:26]=3)[N:20]=2)[CH2:3][CH2:2]1.Cl>>[CH:1]1([C:4]2[N:9]=[CH:8][C:7]([CH2:10][NH:11][C:12](=[O:13])[C:1]([CH3:4])([CH3:3])[CH3:2])=[CH:6][C:5]=2[C:19]2[NH:23][C:22](=[O:24])[N:21]([C:25]3[CH:30]=[CH:29][C:28]([C:31]([F:32])([F:34])[F:33])=[CH:27][CH:26]=3)[N:20]=2)[CH2:3][CH2:2]1. Run at time 4 hour. The reactants are C1(CC1)C1=C(C=C(C=N1)CNC(OC(C)(C)C)=O)C1=NN(C(N1)=O)C1=CC=C(C=C1)C(F)(F)F (tert-butyl (6-cyclopropyl-5-(1-(4-(trifluoromethyl)phenyl)-4,5-dihydro-5-oxo-1H-1,2,4-triazol-3-yl)pyridin-3-yl)methylcarbamate), Cl (HCl). Yields the product C1(CC1)C1=C(C=C(C=N1)CNC(C(C)(C)C)=O)C1=NN(C(N1)=O)C1=CC=C(C=C1)C(F)(F)F (N-((6-cyclopropyl-5-(1-(4-(trifluoromethyl)phenyl)-4,5-dihydro-5-oxo-1H-1,2,4-triazol-3-yl)pyridin-3-yl)methyl)pivalamide). Procedure: Stirred a solution of tert-butyl (6-cyclopropyl-5-(1-(4-(trifluoromethyl)phenyl)-4,5-dihydro-5-oxo-1H-1,2,4-triazol-3-yl)pyridin-3-yl)methylcarbamate (0.100 g) in EtOC:HCl (5.0 mL) for 6 h at RT. Excess of solvent was removed and added DCM (5.0 mL), TEA (0.5 mL) and pivaloyl chloride (0.045 g) under nitrogen atmosphere o the reaction mixture. The reaction mass was stirred at RT for 4 h. Excess of solvent was removed under vacuum and the residue was diluted with water, extracted with EtOAC and co... Isolated yield 41.4%. Reactants: crude product, C[Si](C)(C)Br (TMSBr), C(C1=CC=CC=C1)OC(CC(C(=O)NC(CC1=CNC2=CC=CC=C12)C(=O)OCC1=CC=CC=C1)NC(C(CCC1=CC=CC=C1)P(=O)(OCC)OCC)=O)=O (N-[1-benzyloxycarbonyl-2-(1H-indol-3-yl)-ethyl]-3-[2-(diethoxy-phosphoryl)-4-phenyl-butyrylamino]-succinamic acid benzyl ester). Reagents/catalysts: [Pd] (Pd/C). The solvent is CO (methanol), C(Cl)Cl (CH2Cl2). Run at time 40 hour. Yields the product C(=O)(O)C(CC1=CNC2=CC=CC=C12)NC(C(CC(=O)O)NC(C(CCC1=CC=CC=C1)P(=O)(O)O)=O)=O (N-[1-Carboxy-2-(1H-indol-3-yl)-ethyl]-3-(4-phenyl-2-phosphono-butyrylamino]-succinamic acid). Reaction SMILES: C([O:8][C:9](=[O:56])[CH2:10][CH:11]([NH:36][C:37](=[O:55])[CH:38]([P:47]([O:52]CC)([O:49]CC)=[O:48])[CH2:39][CH2:40][C:41]1[CH:46]=[CH:45][CH:44]=[CH:43][CH:42]=1)[C:12]([NH:14][CH:15]([C:26]([O:28]CC1C=CC=CC=1)=[O:27])[CH2:16][C:17]1[C:25]2[C:20](=[CH:21][CH:22]=[CH:23][CH:24]=2)[NH:19][CH:18]=1)=[O:13])C1C=CC=CC=1.C[Si](Br)(C)C>C(Cl)Cl.CO.[Pd]>[C:26]([CH:15]([NH:14][C:12](=[O:13])[CH:11]([NH:36][C:37](=[O:55])[CH:38]([P:47]([OH:52])([OH:49])=[O:48])[CH2:39][CH2:40][C:41]1[CH:46]=[CH:45][CH:44]=[CH:43][CH:42]=1)[CH2:10][C:9]([OH:56])=[O:8])[CH2:16][C:17]1[C:25]2[C:20](=[CH:21][CH:22]=[CH:23][CH:24]=2)[NH:19][CH:18]=1)([OH:28])=[O:27]. Procedure: The more polar peptide phosphonate of Example 159 (54 mg, 69 μmol) was dissolved in dry CH2Cl2 (2 mL) followed by the addition of TMSBr (73 μL, 552 μmol). The resulting pale yellow solution was stirred for 40 h. The volatile materials were evaporated in vacuum at room temperature and the obtained residue was suspended in a water/methanol mixture (20:1) and vigorously stirred for 2 h after which it was lyophilized to give the crude phosphonic acid intermediate. This crude product was taken up in ...